This data is from the Open Reaction Database (ORD), a public repository of structured organic reaction records. The task is: describe an organic reaction: reactants, conditions, products, and yield Reactants: S([O-])(O)(=O)=O.[K+] (potassium bisulfate), CCOCC (ether), CON(C(=O)C1N(C(SC1)(C)C)C(=O)OC(C)(C)C)C (tert-butyl 4-(methoxy(methyl)carbamoyl)-2,2-dimethylthiazolidine-3-carboxylate), C(C)OCC (diethyl ether), [H-].[Al+3].[Li+].[H-].[H-].[H-] (lithium aluminum hydride). Solvent: O (water). Conditions: time 1 hour. The product is C(=O)C1N(C(SC1)(C)C)C(=O)OC(C)(C)C (tert-Butyl 4-formyl-2,2-dimethylthiazolidine-3-carboxylate). As a reaction SMILES: CON(C)[C:4]([CH:6]1[CH2:10][S:9][C:8]([CH3:12])([CH3:11])[N:7]1[C:13]([O:15][C:16]([CH3:19])([CH3:18])[CH3:17])=[O:14])=[O:5].C(OCC)C.[H-].[Al+3].[Li+].[H-].[H-].[H-].S(=O)(=O)(O)[O-].[K+]>O>[CH:4]([CH:6]1[CH2:10][S:9][C:8]([CH3:12])([CH3:11])[N:7]1[C:13]([O:15][C:16]([CH3:19])([CH3:18])[CH3:17])=[O:14])=[O:5] |f:2.3.4.5.6.7,8.9|. Procedure details: A flask containing tert-butyl 4-(methoxy(methyl)carbamoyl)-2,2-dimethylthiazolidine-3-carboxylate (2), 0.918 g, 3 mmol and diethyl ether (20 mL) was cooled in an ice bath. To the cooled solution, lithium aluminum hydride (160 mg, 4.2 mmol) was added. After 1 h additional ether (20 mL) was added. After an additional 1 h, a solution of potassium bisulfate (315 mg) in water (1 mL) was added carefully to the reaction. Celite was added, the mixture was filtered, and the solids were rinsed with additi...